This data is from the Open Reaction Database (ORD), a public repository of structured organic reaction records. The task is: describe an organic reaction: reactants, conditions, products, and yield Reactants: NC=1C=CC(=C(C1)[C@]1(N=C(OC[C@@H]1F)N)C)F ((4R,5R)-4-(5-amino-2-fluoro-phenyl)-5-fluoro-4-methyl-5,6-dihydro-4H-[1,3]oxazin-2-ylamine), FC=1C(=NC=C(C1)C(F)(F)F)C(=O)O (3-fluoro-5-trifluoromethyl-pyridine-2-carboxylic acid). Yields the product NC=1OC[C@@H]([C@@](N1)(C)C=1C=C(C=CC1F)NC(=O)C1=NC=C(C=C1F)C(F)(F)F)F (3-Fluoro-5-trifluoromethyl-pyridine-2-carboxylic acid [3-((4R,5R)-2-amino-5-fluoro-4-methyl-5,6-dihydro-4H-[1,3]oxazin-4-yl)-4-fluoro-phenyl]-amide). RXN SMILES: [NH2:1][C:2]1[CH:3]=[CH:4][C:5]([F:17])=[C:6]([C@:8]2([CH3:16])[C@@H:13]([F:14])[CH2:12][O:11][C:10]([NH2:15])=[N:9]2)[CH:7]=1.[F:18][C:19]1[C:20]([C:29](O)=[O:30])=[N:21][CH:22]=[C:23]([C:25]([F:28])([F:27])[F:26])[CH:24]=1>>[NH2:15][C:10]1[O:11][CH2:12][C@H:13]([F:14])[C@:8]([C:6]2[CH:7]=[C:2]([NH:1][C:29]([C:20]3[C:19]([F:18])=[CH:24][C:23]([C:25]([F:27])([F:26])[F:28])=[CH:22][N:21]=3)=[O:30])[CH:3]=[CH:4][C:5]=2[F:17])([CH3:16])[N:9]=1. Procedure details: The condensation of (4R,5R)-4-(5-amino-2-fluoro-phenyl)-5-fluoro-4-methyl-5,6-dihydro-4H-[1,3]oxazin-2-ylamine (intermediate A8.2) and 3-fluoro-5-trifluoromethyl-pyridine-2-carboxylic acid (CAS 89402-28-8) following procedure I yielded the title compound as a white foam. MS (ISP): m/z=433.3 [M+H]+. The reactants are C1(=CC=CC=C1)C (toluene), S(O)(O)(=O)=O (sulfuric acid), S(O)(O)(=O)=O (sulfuric acid). Run at temperature 45 celsius. The product is O.C=1(C(=CC=CC1)S(=O)(=O)O)C (toluenesulfonic acid monohydrate). Reaction SMILES: [C:1]1([CH3:7])[CH:6]=[CH:5][CH:4]=[CH:3][CH:2]=1.[S:8](=O)(=[O:11])([OH:10])[OH:9]>>[OH2:9].[C:1]1([CH3:7])[C:6]([S:8]([OH:11])(=[O:10])=[O:9])=[CH:5][CH:4]=[CH:3][CH:2]=1 |f:2.3|. Procedure: Reference Example 1. 6 mol Of toluene were added dropwise over a period of 1 hour to a mixture of 3.75 mol sulfuric acid and 2.25 mol fuming sulfuric acid at a mixture temperature of 45 to 60° C. The reaction mixture was heated for another 30 minutes at 45° C., which gave toluenesulfonic acid monohydrate. A mixture of 1 mol trichlorosilane and 6.6 molitoluene was added dropwise to this over a period of 5 hours at 30° C., and the reaction mixture was heated for another 30 minutes at 45° C. After ...